The task is: describe an organic reaction: reactants, conditions, products, and yield. This data is from the Open Reaction Database (ORD), a public repository of structured organic reaction records. Starting materials: BrC1=C(C(=C2C(=N1)N=C(N2O)C(F)(F)F)Br)N (5,7-Dibromo-6-amino-1-hydroxy-2-(trifluoromethyl)-1H-imidazo(4,5-b)pyridine), Cl (HCl), N(=O)[O-].[Na+] (sodium nitrite), cuprous chloride, N(=O)[O-].[Na+] (sodium nitrite). The product is BrC1=C(C(=C2C(=N1)N=C(N2O)C(F)(F)F)Br)Cl (5,7-DIBROMO-6-CHLORO-1-HYDROXY-2-(TRIFLUOROMETHYL)-1H-IMIDAZO(4,5-b)PYRIDINE). Reaction SMILES: [Br:1][C:2]1[N:7]=[C:6]2[N:8]=[C:9]([C:12]([F:15])([F:14])[F:13])[N:10]([OH:11])[C:5]2=[C:4]([Br:16])[C:3]=1N.N([O-])=O.[Na+].[ClH:22]>>[Br:1][C:2]1[N:7]=[C:6]2[N:8]=[C:9]([C:12]([F:15])([F:14])[F:13])[N:10]([OH:11])[C:5]2=[C:4]([Br:16])[C:3]=1[Cl:22] |f:1.2|. Procedure: 5,7-Dibromo-6-amino-1-hydroxy-2-(trifluoromethyl)-1H-imidazo(4,5-b)pyridine (1.2 grams) in 7 milliliters of concentrated HCl was cooled to 0°-10° C. Thereafter, sodium nitrite (0.35 gram) was added as a solid. The addition was carried out portionwise to maintain the temperature below 10° C. Five minutes after completion of the addition of the sodium nitrite, cuprous chloride (0.45 gram) was added portionwise and the resulting reaction mixture stirred for thirty minutes and filtered to separate t... Reactants: CC(C(=O)O)c1ccc(CC2CCCC2=O)cc1, COc1ccc(N)cn1. The reagents and catalysts are CCN=C=NCCCN(C)C.Cl (EDC-HCl), CCN(C(C)C)C(C)C (DIPEA), C1(=C(C(=C(C(=C1F)F)F)F)F)O (Pentafluorophenol). Solvent: CN(C)C=O (DMF), CN(C)C=O (DMF), CN(C)C=O (DMF), CN(C)C=O (DMF), CN(C)C=O (DMF), CN(C)C=O (DMF). Run at temperature 25 celsius, time 2 hour. Product: COc1ccc(NC(=O)C(C)c2ccc(CC3CCCC3=O)cc2)cn1. The yield is 25.2%. Reaction SMILES: COc1ccc(N)cn1.CC(C(=O)O)c1ccc(CC2CCCC2=O)cc1.CCN=C=NCCCN(C)C.Cl.C1(=C(C(=C(C(=C1F)F)F)F)F)O.CCN(C(C)C)C(C)C.CN(C)C=O>>COc1ccc(NC(=O)C(C)c2ccc(CC3CCCC3=O)cc2)cn1. Starting materials: CN(C)c1ccncc1, C(=NC1CCCCC1)=NC1CCCCC1, ClCCl, O=[N+]([O-])c1ccc(CO)cc1, Cc1ccc(S(=O)(=O)N2CCSCC2C(=O)O)cc1. Product: Cc1ccc(S(=O)(=O)N2CCSCC2C(=O)OCc2ccc([N+](=O)[O-])cc2)cc1. Reaction SMILES: [CH3:46][N:47]([c:48]1[cH:49][cH:50][n:51][cH:52][cH:53]1)[CH3:54].[CH:31]1([N:32]=[C:33]=[N:34][CH:35]2[CH2:36][CH2:37][CH2:38][CH2:39][CH2:40]2)[CH2:41][CH2:42][CH2:43][CH2:44][CH2:45]1.[Cl:55][CH2:56][Cl:57].[N+:20](=[O:21])([O-:22])[c:23]1[cH:24][cH:25][c:26]([CH2:27][OH:28])[cH:29][cH:30]1.[c:1]1([CH3:19])[cH:2][cH:3][c:4]([S:7](=[O:8])(=[O:9])[N:10]2[CH:11]([C:16](=[O:17])[OH:18])[CH2:12][S:13][CH2:14][CH2:15]2)[cH:5][cH:6]1>>[c:1]1([CH3:19])[cH:2][cH:3][c:4]([S:7](=[O:8])(=[O:9])[N:10]2[CH:11]([C:16]([O:17][CH2:27][c:26]3[cH:25][cH:24][c:23]([N+:20](=[O:21])[O-:22])[cH:30][cH:29]3)=[O:18])[CH2:12][S:13][CH2:14][CH2:15]2)[cH:5][cH:6]1.